This data is from the Open Reaction Database (ORD), a public repository of structured organic reaction records. The task is: describe an organic reaction: reactants, conditions, products, and yield Procedure: 225 g (0.46 mol) of octyl 3-(5-chloro-2H-benzotriazole-2-yl)-5-(1,1-dimethylethyl)-4-hydroxy-benzene propanate manufactured by CIBA GEIGY INC. under the trade name of "TINUVIN 109" were dissolved in 700 ml of acetone. To the resulting solution were added 600 ml of a 2N aqueous solution of sodium hydroxide followed by agitation at room temperature for 24 hours. Then, 650 ml of a 2N aqueous solution of hydrochloric acid was added to give an acidic solution and an insolubilized product was filtered... Conditions: time 24 hour. The product is ClC1=CC=2C(=NN(N2)C=2C=C(C=C(C2O)C(C)(C)C)CCC(=O)O)C=C1 (3-(5-chloro-2H-benzotriazol-2-yl)-5-(1,1-dimethylethyl)-4-hydroxy benzene propanoic acid). Solvent: CC(=O)C (acetone). As a reaction SMILES: [Cl:1][C:2]1[CH:34]=[CH:33][C:5]2=[N:6][N:7]([C:9]3[CH:10]=[C:11]([CH2:20][CH2:21][C:22]([O:24]CCCCCCCC)=[O:23])[CH:12]=[C:13]([C:16]([CH3:19])([CH3:18])[CH3:17])[C:14]=3[OH:15])[N:8]=[C:4]2[CH:3]=1.[OH-].[Na+].Cl>CC(C)=O>[Cl:1][C:2]1[CH:34]=[CH:33][C:5]2=[N:6][N:7]([C:9]3[CH:10]=[C:11]([CH2:20][CH2:21][C:22]([OH:24])=[O:23])[CH:12]=[C:13]([C:16]([CH3:17])([CH3:18])[CH3:19])[C:14]=3[OH:15])[N:8]=[C:4]2[CH:3]=1 |f:1.2|. The reactants are ClC1=CC=2C(=NN(N2)C=2C=C(C=C(C2O)C(C)(C)C)CCC(=O)OCCCCCCCC)C=C1 (octyl 3-(5-chloro-2H-benzotriazole-2-yl)-5-(1,1-dimethylethyl)-4-hydroxy-benzene propanate), aqueous solution, [OH-].[Na+] (sodium hydroxide), aqueous solution, Cl (hydrochloric acid). Reactants: NCCc1ccc(Cl)cc1Br, CCN=C=NCCCN(C)C, CN(C)C=O, CCOC(=O)C1CCOc2cc(Oc3ccc(C(=O)O)cc3)c(Cl)cc21, Cl, O, O, On1nnc2ccccc21. Yields the product CCOC(=O)C1CCOc2cc(Oc3ccc(C(=O)NCCc4ccc(Cl)cc4Br)cc3)c(Cl)cc21. As a reaction SMILES: [Br:38][c:39]1[c:40]([CH2:46][CH2:47][NH2:48])[cH:41][cH:42][c:43]([Cl:45])[cH:44]1.[CH2:50]([N:51]=[C:52]=[N:53][CH2:54][CH2:55][CH2:56][N:57]([CH3:58])[CH3:59])[CH3:60].[CH3:61][N:62]([CH3:63])[CH:64]=[O:65].[Cl:1][c:2]1[cH:3][c:4]2[c:9]([cH:10][c:11]1[O:12][c:13]1[cH:14][cH:15][c:16]([C:17](=[O:18])[OH:19])[cH:20][cH:21]1)[O:8][CH2:7][CH2:6][CH:5]2[C:22](=[O:23])[O:24][CH2:25][CH3:26].[ClH:49].[OH2:27].[OH2:66].[OH:28][n:29]1[c:30]2[cH:31][cH:32][cH:33][cH:34][c:35]2[n:36][n:37]1>>[Cl:1][c:2]1[cH:3][c:4]2[c:9]([cH:10][c:11]1[O:12][c:13]1[cH:14][cH:15][c:16]([C:17](=[O:19])[NH:48][CH2:47][CH2:46][c:40]3[c:39]([Br:38])[cH:44][c:43]([Cl:45])[cH:42][cH:41]3)[cH:20][cH:21]1)[O:8][CH2:7][CH2:6][CH:5]2[C:22](=[O:23])[O:24][CH2:25][CH3:26].